From a dataset of the Open Reaction Database (ORD), a public repository of structured organic reaction records. describe an organic reaction: reactants, conditions, products, and yield Starting materials: BrC=1C=CC=C2C=C(N=CC12)O (8-bromoisoquinolin-3-ol), IC (iodomethane), IC (iodomethane), O (water), C(C)(=O)OCC (ethyl acetate). The reagents and catalysts are C([O-])([O-])=O.[Ag+2] (silver carbonate). Run in CN(C)C=O (DMF). Conditions: temperature 50 celsius, time 24 hour. Product: BrC=1C=CC=C2C=C(N=CC12)OC (8-Bromo-3-methoxyisoquinoline). The yield is 22.0%. RXN SMILES: [Br:1][C:2]1[CH:3]=[CH:4][CH:5]=[C:6]2[C:11]=1[CH:10]=[N:9][C:8]([OH:12])=[CH:7]2.IC.O.[C:16](OCC)(=O)C>CN(C=O)C.C(=O)([O-])[O-].[Ag+2]>[Br:1][C:2]1[CH:3]=[CH:4][CH:5]=[C:6]2[C:11]=1[CH:10]=[N:9][C:8]([O:12][CH3:16])=[CH:7]2 |f:5.6|. Reported procedure: To a suspension of 8-bromoisoquinolin-3-ol (Description 53; 7.3 g, 0.03 mol) and silver carbonate (13.6 g, 0.05 mol) in dry DMF (380 ml) under nitrogen was added iodomethane (2.25 ml, 0.04 mol). The mixture was stirred at 50° C. for 24 hours. Further iodomethane (1 ml, 0.015 mol) was added and the mixture heated for 64 hours at 50° C. The mixture was cooled, water (300 ml) and ethyl acetate (300 ml) were added and shaken well. The mixture was filtered through Celite™, the layers separated and th... Reactants: COC1=C(C=C(C=C1)Cl)B(O)O (2-methoxy-5-chlorophenylboronic acid), 1a, C(=O)(O)C1=CC=C(C=C1)B(O)O (4-carboxyphenylboronic acid), BrC=1C=C(C=CC1)C1=NN=NN1 (5-(3-bromophenyl)-1H-tetrazole). Yields the product ClC=1C=CC(=C(C1)C1=CC(=CC=C1)C1=NN=NN1)OC (5-(5′-chloro-2′-methoxybiphenyl-3-yl)-1H-tetrazole). RXN SMILES: [CH3:1][O:2][C:3]1[CH:8]=[CH:7][C:6]([Cl:9])=[CH:5][C:4]=1B(O)O.C(C1C=CC(B(O)O)=CC=1)(O)=O.Br[C:26]1[CH:27]=[C:28]([C:32]2[NH:36][N:35]=[N:34][N:33]=2)[CH:29]=[CH:30][CH:31]=1>>[Cl:9][C:6]1[CH:7]=[CH:8][C:3]([O:2][CH3:1])=[C:4]([C:30]2[CH:31]=[CH:26][CH:27]=[C:28]([C:32]3[NH:36][N:35]=[N:34][N:33]=3)[CH:29]=2)[CH:5]=1. Procedure details: Following the procedure of Example 1b), except substituting 2-methoxy-5-chlorophenylboronic acid; for 4-carboxyphenylboronic acid; and substituting 5-(3-bromophenyl)-1H-tetrazole for the compound of 1a), the title compound was prepared (1.36 g; 100%) as a white solid. 1H NMR (300 MHz, d6-DMSO) δ 8.16 (s, 1H), 8.05 (d, J=7.6 Hz, 1H), 7.7 (d, J=6.6 Hz, 1H), 7.67 (t, J=7.7 Hz, 1H), 7.48 (m, 2H), 7.2 (d, J=9.1 Hz, 1H), 3.8 (s, 3H), MS (ES) m/z 287 [M+H].